Task: describe an organic reaction: reactants, conditions, products, and yield. Dataset: the Open Reaction Database (ORD), a public repository of structured organic reaction records Starting materials: COCC(O)COC1CN(C(=O)OC(C)(C)C)CC(OCc2cc(OC)c3ccccc3c2)C1c1ccc(OCCCOc2ccccc2C#N)cc1, CO, Cl. Product: COCC(O)COC1CNCC(OCc2cc(OC)c3ccccc3c2)C1c1ccc(OCCCOc2ccccc2C#N)cc1. RXN SMILES: [C:1]([O:2][C:3](=[O:4])[N:8]1[CH2:9][CH:10]([O:47][CH2:48][CH:49]([CH2:50][O:51][CH3:52])[OH:53])[CH:11]([c:28]2[cH:29][cH:30][c:31]([O:34][CH2:35][CH2:36][CH2:37][O:38][c:39]3[c:40]([C:45]#[N:46])[cH:41][cH:42][cH:43][cH:44]3)[cH:32][cH:33]2)[CH:12]([O:14][CH2:15][c:16]2[cH:17][c:18]3[cH:19][cH:20][cH:21][cH:22][c:23]3[c:24]([O:26][CH3:27])[cH:25]2)[CH2:13]1)([CH3:5])([CH3:6])[CH3:7].[CH3:55][OH:56].[ClH:54]>>[NH:8]1[CH2:9][CH:10]([O:47][CH2:48][CH:49]([CH2:50][O:51][CH3:52])[OH:53])[CH:11]([c:28]2[cH:29][cH:30][c:31]([O:34][CH2:35][CH2:36][CH2:37][O:38][c:39]3[c:40]([C:45]#[N:46])[cH:41][cH:42][cH:43][cH:44]3)[cH:32][cH:33]2)[CH:12]([O:14][CH2:15][c:16]2[cH:17][c:18]3[cH:19][cH:20][cH:21][cH:22][c:23]3[c:24]([O:26][CH3:27])[cH:25]2)[CH2:13]1. Reactants: C1(C=2C(C(N1C(CC(=O)O)C)=O)=CC=CC2)=O (3-phthalimidobutyric acid), C(=O)(N1C=NC=C1)N1C=NC=C1 (carbonyldiimidazol), ClC=1C=CC2=C(C(=NCC(=N2)NN)C2=C(C=CC=C2)F)C1 (7-chloro-2-hydrazino-5-(o-fluorophenyl)-3H-1,4-benzodiazepine). Solvent: O1CCCC1 (tetrahydrofuran). Product: ClC=1C=CC2=C(C(=NCC(=N2)NNC(CC(C)N2C(C=3C(C2=O)=CC=CC3)=O)=O)C3=C(C=CC=C3)F)C1 (3-phthalimidobutyric acid 2-[7-chloro-5-(o-fluorophenyl)-3H-1,4-benzodiazepin-2yl]hydrazide). As a reaction SMILES: [C:1]1(=[O:17])[N:5]([CH:6]([CH3:11])[CH2:7][C:8]([OH:10])=O)[C:4](=[O:12])[C:3]2=[CH:13][CH:14]=[CH:15][CH:16]=[C:2]12.C(N1C=CN=C1)(N1C=CN=C1)=O.[Cl:30][C:31]1[CH:32]=[CH:33][C:34]2[N:40]=[C:39]([NH:41][NH2:42])[CH2:38][N:37]=[C:36]([C:43]3[CH:48]=[CH:47][CH:46]=[CH:45][C:44]=3[F:49])[C:35]=2[CH:50]=1>O1CCCC1>[Cl:30][C:31]1[CH:32]=[CH:33][C:34]2[N:40]=[C:39]([NH:41][NH:42][C:8](=[O:10])[CH2:7][CH:6]([N:5]3[C:1](=[O:17])[C:2]4=[CH:16][CH:15]=[CH:14][CH:13]=[C:3]4[C:4]3=[O:12])[CH3:11])[CH2:38][N:37]=[C:36]([C:43]3[CH:48]=[CH:47][CH:46]=[CH:45][C:44]=3[F:49])[C:35]=2[CH:50]=1. Procedure: In the manner given in Example 20, 3-phthalimidobutyric acid and carbonyldiimidazol are reacted in tetrahydrofuran. To this mixture is added 7-chloro-2-hydrazino-5-(o-fluorophenyl)-3H-1,4-benzodiazepine to give 3-phthalimidobutyric acid 2-[7-chloro-5-(o-fluorophenyl)-3H-1,4-benzodiazepin-2yl]hydrazide which is warmed with acetic acid to give N-[2-[8-chloro-6-(o-fluorophenyl)-4H-s-triazolo-[4,3-a][1,4]benzodiazepin-1-yl]propyl]phthalimide Reactants: CN(C(C=C)=O)[C@H](C)C=1OC2=C(C1C)C=CC=C2 ((R)—N-methyl-N-[1-(3-methyl-benzofuran-2-yl)-ethyl]acrylamide), BrC1=CC2=C(NC(C(CO2)(C)C)=O)N=C1 (3-bromo-7,7-dimethyl-6,7-dihydro-9H-5-oxa-1,9-diaza-benzocyclohepten-8-one), (o-tol)3P , CCN(C(C)C)C(C)C (DIEA). The reagents and catalysts are CC(=O)[O-].CC(=O)[O-].[Pd+2] (Pd(OAc)2). The solvent is C(C)C#N (EtCN), CN(C)C=O (DMF). Yields the product CC1(COC2=C(NC1=O)N=CC(=C2)C=CC(=O)N([C@H](C)C=2OC1=C(C2C)C=CC=C1)C)C (3-(7,7-dimethyl-8-oxo-6,7,8,9-tetrahydro-5-oxa-1,9-diaza-benzocyclohepten-3-yl)-N-methyl-N-[1-(R)-(3-methyl-benzofuran-2-yl)-ethyl]acrylamide). Yield: 25.6%. As a reaction SMILES: [CH3:1][N:2]([C@@H:7]([C:9]1[O:10][C:11]2[CH:18]=[CH:17][CH:16]=[CH:15][C:12]=2[C:13]=1[CH3:14])[CH3:8])[C:3](=[O:6])[CH:4]=[CH2:5].Br[C:20]1[CH:33]=[N:32][C:23]2[NH:24][C:25](=[O:31])[C:26]([CH3:30])([CH3:29])[CH2:27][O:28][C:22]=2[CH:21]=1.CCN(C(C)C)C(C)C>C(C#N)C.CN(C=O)C.CC([O-])=O.CC([O-])=O.[Pd+2]>[CH3:29][C:26]1([CH3:30])[C:25](=[O:31])[NH:24][C:23]2[N:32]=[CH:33][C:20]([CH:5]=[CH:4][C:3]([N:2]([CH3:1])[C@@H:7]([C:9]3[O:10][C:11]4[CH:18]=[CH:17][CH:16]=[CH:15][C:12]=4[C:13]=3[CH3:14])[CH3:8])=[O:6])=[CH:21][C:22]=2[O:28][CH2:27]1 |f:5.6.7|. Procedure details: A suspension of (R)—N-methyl-N-[1-(3-methyl-benzofuran-2-yl)-ethyl]acrylamide (328 mg, 1.35 mmol), 3-bromo-7,7-dimethyl-6,7-dihydro-9H-5-oxa-1,9-diaza-benzocyclohepten-8-one (400 mg, 1.48 mmol), (o-tol)3P (1.32 mg, 0.43 mmol) and DIEA (0.3 mL, 1.6 mmol) in EtCN (10 mL) and DMF (5 mL) was deoxygenated with argon for 30 min. Pd(OAc)2 (50 mg, 0.22 mmol) was added, the mixture was deoxygenated again with argon for 20 min and the mixture was heated to reflux overnight. The mixture was cooled to room ... The reactants are FC=1C=C(C=CC1O)CC(=O)OC (methyl 3-fluoro-4-hydroxyphenylacetate), BrCCCBr (1,3-dibromopropane), C([O-])([O-])=O.[K+].[K+] (potassium carbonate). Solvent: CC(CC)=O (2-butanone). The product is FC=1C=C(C=CC1OCCCBr)CC(=O)OC (Methyl 3-fluoro-4-(3-bromopropyloxy)-phenylacetate). RXN SMILES: [F:1][C:2]1[CH:3]=[C:4]([CH2:9][C:10]([O:12][CH3:13])=[O:11])[CH:5]=[CH:6][C:7]=1[OH:8].[Br:14][CH2:15][CH2:16][CH2:17]Br.C(=O)([O-])[O-].[K+].[K+]>CC(=O)CC>[F:1][C:2]1[CH:3]=[C:4]([CH2:9][C:10]([O:12][CH3:13])=[O:11])[CH:5]=[CH:6][C:7]=1[O:8][CH2:17][CH2:16][CH2:15][Br:14] |f:2.3.4|. Reported procedure: A solution of methyl 3-fluoro-4-hydroxyphenylacetate (25.545 grams) in 2-butanone (300 mL) was treated with 1,3-dibromopropane (48.79 mL) and potassium carbonate (50.859 grams). The mixture was refluxed for 4 hours. The reaction mixture was partitioned between isopropyl acetate and pH 4 buffer. The organic was washed once with water, then dried over magnesium sulfate. The organic was filtered and evaporated to an oil which was chromatographed over silica gel with hexane/methylene chloride (2:1) ...